This data is from the Open Reaction Database (ORD), a public repository of structured organic reaction records. The task is: describe an organic reaction: reactants, conditions, products, and yield Starting materials: COC(CC=1C=C(C(=CC1)OC)C1=C(C=CC(=C1)OC)CNCC)=O ((2′-ethylaminomethyl-6,5′-dimethoxy-biphenyl-3-yl)-acetic acid methyl ester), ClC(=O)OCC1=CC=C(C=C1)Cl (4-chlorobenzyl chloroformate). The product is COC(CC=1C=C(C(=CC1)OC)C1=C(C=CC(=C1)OC)CN(CC)C(=O)OCC1=CC=C(C=C1)Cl)=O ((2′-{[(4-Chloro-benzyloxycarbonyl)-ethyl-amino]-methyl}-6,5′-dimethoxy-biphenyl-3-yl)-acetic acid methyl ester). Reaction SMILES: [CH3:1][O:2][C:3](=[O:25])[CH2:4][C:5]1[CH:6]=[C:7]([C:13]2[CH:18]=[C:17]([O:19][CH3:20])[CH:16]=[CH:15][C:14]=2[CH2:21][NH:22][CH2:23][CH3:24])[C:8]([O:11][CH3:12])=[CH:9][CH:10]=1.Cl[C:27]([O:29][CH2:30][C:31]1[CH:36]=[CH:35][C:34]([Cl:37])=[CH:33][CH:32]=1)=[O:28]>>[CH3:1][O:2][C:3](=[O:25])[CH2:4][C:5]1[CH:6]=[C:7]([C:13]2[CH:18]=[C:17]([O:19][CH3:20])[CH:16]=[CH:15][C:14]=2[CH2:21][N:22]([C:27]([O:29][CH2:30][C:31]2[CH:36]=[CH:35][C:34]([Cl:37])=[CH:33][CH:32]=2)=[O:28])[CH2:23][CH3:24])[C:8]([O:11][CH3:12])=[CH:9][CH:10]=1. Procedure details: Prepared according to the procedure described in Example 1, Step 6, using the following starting materials: (2′-ethylaminomethyl-6,5′-dimethoxy-biphenyl-3-yl)-acetic acid methyl ester and 4-chlorobenzyl chloroformate. Starting materials: O=C=Nc1ccccc1Br, CCOCC, NC1CCN(c2ccc(C(F)(F)F)cn2)C1. Yields the product O=C(Nc1ccccc1Br)NC1CCN(c2ccc(C(F)(F)F)cn2)C1. Reaction SMILES: [Br:1][c:2]1[c:3]([N:8]=[C:9]=[O:10])[cH:4][cH:5][cH:6][cH:7]1.[CH3:27][CH2:28][O:29][CH2:30][CH3:31].[F:11][C:12]([c:13]1[cH:14][cH:15][c:16]([N:19]2[CH2:20][CH:21]([NH2:24])[CH2:22][CH2:23]2)[n:17][cH:18]1)([F:25])[F:26]>>[Br:1][c:2]1[c:3]([NH:8][C:9](=[O:10])[NH:24][CH:21]2[CH2:20][N:19]([c:16]3[cH:15][cH:14][c:13]([C:12]([F:11])([F:25])[F:26])[cH:18][n:17]3)[CH2:23][CH2:22]2)[cH:4][cH:5][cH:6][cH:7]1. Reactants: BrCC(=O)C=1C=C(C=CC1Cl)NC(C1=CC(=CC(=C1)OC)OC)=O (N-(3-(2-bromoacetyl)-4-chlorophenyl)-3,5-dimethoxybenzamide), C1(=C(C=CC=C1)N)N (1,2-phenylenediamine), CCN(C(C)C)C(C)C (DIPEA). Yields the product ClC1=C(C=C(C=C1)NC(C1=CC(=CC(=C1)OC)OC)=O)C=1C=NC2=CC=CC=C2N1 (N-(4-chloro-3-(quinoxalin-3-yl)phenyl)-3,5-dimethoxybenzamide). As a reaction SMILES: Br[CH2:2][C:3]([C:5]1[CH:6]=[C:7]([NH:12][C:13](=[O:24])[C:14]2[CH:19]=[C:18]([O:20][CH3:21])[CH:17]=[C:16]([O:22][CH3:23])[CH:15]=2)[CH:8]=[CH:9][C:10]=1[Cl:11])=O.[C:25]1([NH2:32])[CH:30]=[CH:29][CH:28]=[CH:27][C:26]=1[NH2:31].CCN(C(C)C)C(C)C>>[Cl:11][C:10]1[CH:9]=[CH:8][C:7]([NH:12][C:13](=[O:24])[C:14]2[CH:19]=[C:18]([O:20][CH3:21])[CH:17]=[C:16]([O:22][CH3:23])[CH:15]=2)=[CH:6][C:5]=1[C:3]1[CH:2]=[N:31][C:26]2[C:25]([N:32]=1)=[CH:30][CH:29]=[CH:28][CH:27]=2. Reported procedure: Procedure D was performed using N-(3-(2-bromoacetyl)-4-chlorophenyl)-3,5-dimethoxybenzamide (0.029 g, 0.07 mmol), 1,2-phenylenediamine (0.021 g, 0.19 mmol) and DIPEA (0.042 ml, 0.24 mmol) to give N-(4-chloro-3-(quinoxalin-3-yl)phenyl)-3,5-dimethoxybenzamide as a light tan powder.